The task is: describe an organic reaction: reactants, conditions, products, and yield. This data is from the Open Reaction Database (ORD), a public repository of structured organic reaction records. Reported procedure: While stirring zinc chloride (4.70 g, 34.5 mmol) in diethyl ether (80 ml), sodium borohydride (2.61 g, 68.9 mmol) was added as it was at room temperature and the mixture was stirred as it was for 2 hrs. The insoluble material of the mixture was removed by filtration and washed with diethyl ether to give a solution of zinc borohydride in diethyl ether. To the obtained solution was added a solution of ethyl 3-(4-fluorophenyl)-3-oxo-2-[3-(1,1,2,2-tetrafluoroethoxy)benzyl]propionate (7.176 g, 17.24 ... Reaction SMILES: [F:1][C:2]1[CH:7]=[CH:6][C:5]([C:8](=[O:29])[CH:9]([CH2:15][C:16]2[CH:21]=[CH:20][CH:19]=[C:18]([O:22][C:23]([F:28])([F:27])[CH:24]([F:26])[F:25])[CH:17]=2)[C:10]([O:12][CH2:13][CH3:14])=[O:11])=[CH:4][CH:3]=1.Cl>C(OCC)C.[BH4-].[Zn+2].[BH4-]>[F:1][C:2]1[CH:7]=[CH:6][C:5]([CH:8]([OH:29])[CH:9]([CH2:15][C:16]2[CH:21]=[CH:20][CH:19]=[C:18]([O:22][C:23]([F:28])([F:27])[CH:24]([F:26])[F:25])[CH:17]=2)[C:10]([O:12][CH2:13][CH3:14])=[O:11])=[CH:4][CH:3]=1 |f:3.4.5|. Yields the product FC1=CC=C(C=C1)C(C(C(=O)OCC)CC1=CC(=CC=C1)OC(C(F)F)(F)F)O (ethyl (2RS,3RS)-3-(4-fluorophenyl)-3-hydroxy-2-[3-(1,1,2,2-tetrafluoroethoxy)benzyl]propionate). The reactants are FC1=CC=C(C=C1)C(C(C(=O)OCC)CC1=CC(=CC=C1)OC(C(F)F)(F)F)=O (ethyl 3-(4-fluorophenyl)-3-oxo-2-[3-(1,1,2,2-tetrafluoroethoxy)benzyl]propionate), Cl (hydrochloric acid). Solvent: C(C)OCC (diethyl ether). The reagents and catalysts are [BH4-].[Zn+2].[BH4-] (zinc borohydride). Reaction conditions: time 2 hour. Starting materials: O=C([O-])[O-], COC(=O)c1ccccc1COc1ccc(CCOS(C)(=O)=O)cc1, CC#N, [K+], [K+], Oc1ccc(-n2ccnc2)cc1. Product: COC(=O)c1ccccc1COc1ccc(CCOc2ccc(-n3ccnc3)cc2)cc1. Reaction SMILES: [C:38](=[O:39])([O-:40])[O-:41].[CH3:1][S:2](=[O:3])(=[O:4])[O:5][CH2:6][CH2:7][c:8]1[cH:9][cH:10][c:11]([O:12][CH2:13][c:14]2[c:15]([C:16](=[O:17])[O:18][CH3:19])[cH:20][cH:21][cH:22][cH:23]2)[cH:24][cH:25]1.[CH3:44][C:45]#[N:46].[K+:42].[K+:43].[n:26]1(-[c:31]2[cH:32][cH:33][c:34]([OH:37])[cH:35][cH:36]2)[cH:27][n:28][cH:29][cH:30]1>>[O:5]([CH2:6][CH2:7][c:8]1[cH:9][cH:10][c:11]([O:12][CH2:13][c:14]2[c:15]([C:16](=[O:17])[O:18][CH3:19])[cH:20][cH:21][cH:22][cH:23]2)[cH:24][cH:25]1)[c:34]1[cH:33][cH:32][c:31](-[n:26]2[cH:27][n:28][cH:29][cH:30]2)[cH:36][cH:35]1. Starting materials: CC(CC(=O)OC)(CCCN1CCC(CC1)NC(=O)C=1C(=CC=CC1)C1=CC=C(C=C1)C(F)(F)F)C1=CC=CC=C1 (methyl 2-methyl-2-phenyl-5-{4-[(4′-trifluoromethyl-biphenyl-2-carbonyl)-amino]-piperidin-1-yl}-pentanecarboxylate). Run in Cl (hydrochloric acid). The product is CC(CC(=O)O)(CCCN1CCC(CC1)NC(=O)C=1C(=CC=CC1)C1=CC=C(C=C1)C(F)(F)F)C1=CC=CC=C1 (2-methyl-2-phenyl-5-{4-[(4′-trifluoromethyl-biphenyl-2-carbonyl)-amino]-piperidin-1-yl}-pentanecarboxylic acid). Reaction SMILES: [CH3:1][C:2]([C:36]1[CH:41]=[CH:40][CH:39]=[CH:38][CH:37]=1)([CH2:8][CH2:9][CH2:10][N:11]1[CH2:16][CH2:15][CH:14]([NH:17][C:18]([C:20]2[C:21]([C:26]3[CH:31]=[CH:30][C:29]([C:32]([F:35])([F:34])[F:33])=[CH:28][CH:27]=3)=[CH:22][CH:23]=[CH:24][CH:25]=2)=[O:19])[CH2:13][CH2:12]1)[CH2:3][C:4]([O:6]C)=[O:5]>Cl>[CH3:1][C:2]([C:36]1[CH:37]=[CH:38][CH:39]=[CH:40][CH:41]=1)([CH2:8][CH2:9][CH2:10][N:11]1[CH2:12][CH2:13][CH:14]([NH:17][C:18]([C:20]2[C:21]([C:26]3[CH:27]=[CH:28][C:29]([C:32]([F:33])([F:34])[F:35])=[CH:30][CH:31]=3)=[CH:22][CH:23]=[CH:24][CH:25]=2)=[O:19])[CH2:15][CH2:16]1)[CH2:3][C:4]([OH:6])=[O:5]. Procedure: A suspension of 1.5 g (0.0027 mol) of methyl 2-methyl-2-phenyl-5-{4-[(4′-trifluoromethyl-biphenyl-2-carbonyl)-amino]-piperidin-1-yl}-pentanecarboxylate in 60 ml of 6N hydrochloric acid is refluxed for 25 hours. After cooling the precipitate is filtered off and washed with water and ethyl acetate. Starting materials: N1CCCCC1 (piperidine), C(C)(=O)O (acetic acid), C(C)(=O)O[BH-](OC(C)=O)OC(C)=O.[Na+] (sodium triacetoxyborohydride), O=CCC1=C(C=CC(=C1)C(=O)OCC)C1=CC=CC=C1 (ethyl 2-(2-oxoethyl)biphenyl-4-carboxylate). The solvent is C(Cl)(Cl)Cl (chloroform), O (Water), ClCCCl (1,2-dichloroethane). Run at time 3 hour. Yields the product N1(CCCCC1)CCC1=C(C=CC(=C1)C(=O)OCC)C1=CC=CC=C1 (ethyl 2-(piperidin-1-ylethyl)biphenyl-4-carboxylate). As a reaction SMILES: O=[CH:2][CH2:3][C:4]1[CH:9]=[C:8]([C:10]([O:12][CH2:13][CH3:14])=[O:11])[CH:7]=[CH:6][C:5]=1[C:15]1[CH:20]=[CH:19][CH:18]=[CH:17][CH:16]=1.[NH:21]1[CH2:26][CH2:25][CH2:24][CH2:23][CH2:22]1.C(O)(=O)C.C(O[BH-](OC(=O)C)OC(=O)C)(=O)C.[Na+]>ClCCCl.C(Cl)(Cl)Cl.O>[N:21]1([CH2:2][CH2:3][C:4]2[CH:9]=[C:8]([C:10]([O:12][CH2:13][CH3:14])=[O:11])[CH:7]=[CH:6][C:5]=2[C:15]2[CH:20]=[CH:19][CH:18]=[CH:17][CH:16]=2)[CH2:26][CH2:25][CH2:24][CH2:23][CH2:22]1 |f:3.4|. Reported procedure: In 20 ml of 1,2-dichloroethane was dissolved 1.06 g of ethyl 2-(2-oxoethyl)biphenyl-4-carboxylate, and then 3.95 ml of piperidine, 589 μl of acetic acid, and 1.09 g of sodium triacetoxyborohydride were added thereto, followed by 3 hours of stirring. Water and chloroform were added to the reaction solution, and the organic layer obtained by an operation of separation was dried over anhydrous magnesium sulfate, followed by removal of the solvent by evaporation. The obtained residue was purified by... Starting materials: CC1(C)OC(=O)CC(=O)O1, CC#N, O=Cc1ccccc1, c1ccc2[nH]ccc2c1. Yields the product CC1(C)OC(=O)C(C(c2ccccc2)c2c[nH]c3ccccc23)C(=O)O1. As a reaction SMILES: [CH3:10][C:11]1([CH3:19])[O:12][C:13](=[O:18])[CH2:14][C:15](=[O:17])[O:16]1.[CH3:28][C:29]#[N:30].[CH:20](=[O:21])[c:22]1[cH:23][cH:24][cH:25][cH:26][cH:27]1.[nH:1]1[cH:2][cH:3][c:4]2[cH:5][cH:6][cH:7][cH:8][c:9]12>>[nH:1]1[cH:2][c:3]([CH:20]([CH:14]2[C:13](=[O:18])[O:12][C:11]([CH3:10])([CH3:19])[O:16][C:15]2=[O:17])[c:22]2[cH:23][cH:24][cH:25][cH:26][cH:27]2)[c:4]2[cH:5][cH:6][cH:7][cH:8][c:9]12. The reactants are CO, C[O-], CN(C)C=O, Cc1cc(Cl)cc(C)n1, [Na+], O. Product: COc1cc(C)nc(C)c1. As a reaction SMILES: [CH3:19][OH:20].[CH3:1][O-:2].[CH3:4][N:5]([CH:6]=[O:7])[CH3:8].[Cl:9][c:10]1[cH:11][c:12]([CH3:17])[n:13][c:14]([CH3:16])[cH:15]1.[Na+:3].[OH2:18]>>[CH3:6][O:7][c:10]1[cH:11][c:12]([CH3:17])[n:13][c:14]([CH3:16])[cH:15]1. The reactants are COC=1C=C2OC=3C=C(C=CC3C(C2=CC1)=O)C(=O)O (6-Methoxy-9-oxo-9H-xanthene-3-carboxylic acid), O-benzotriazol-yl-N,N,N′,N-tetramethyluronium hexafluorophosphate, C(C)NCC (Diethylamine), resultant mixture, C(C)(C)N(C(C)C)CC (N,N-diisopropylethylamine), ice water. The solvent is CN(C=O)C (N,N-dimethylformamide). Reaction conditions: time 15 minute. Product: C(C)N(C(=O)C=1C=CC=2C(C3=CC=C(C=C3OC2C1)OC)=O)CC (6-Methoxy-9-oxo-9H-xanthene-3-carboxylic acid diethylamide). The yield is 52.2%. As a reaction SMILES: [CH3:1][O:2][C:3]1[CH:4]=[C:5]2[C:14](=[CH:15][CH:16]=1)[C:13](=[O:17])[C:12]1[CH:11]=[CH:10][C:9]([C:18](O)=[O:19])=[CH:8][C:7]=1[O:6]2.[CH:21]([N:24](CC)[CH:25](C)[CH3:26])(C)[CH3:22].C(NCC)C>CN(C)C=O>[CH2:21]([N:24]([CH2:25][CH3:26])[C:18]([C:9]1[CH:10]=[CH:11][C:12]2[C:13](=[O:17])[C:14]3[C:5]([O:6][C:7]=2[CH:8]=1)=[CH:4][C:3]([O:2][CH3:1])=[CH:16][CH:15]=3)=[O:19])[CH3:22]. Procedure: A mixture of compound 6i (0.707 g, 2.62 mmol) and O-benzotriazol-yl-N,N,N′,N-tetramethyluronium hexafluorophosphate (HBTU, 1.05 g, 2.74 mmol) in N,N-dimethylformamide (10 mL) was treated with N,N-diisopropylethylamine (DIEA, 0.685 mL, 3.92 mmol) and allowed to stir at rt for 15 min. Diethylamine (0.541 mL, 5.23 mL) was added and the resultant mixture was stirred for 2 h. The mixture was poured into ice water. A solid was collected by filtration, washed with water and air dried to give the title ...